This data is from the Open Reaction Database (ORD), a public repository of structured organic reaction records. The task is: describe an organic reaction: reactants, conditions, products, and yield Starting materials: NCC1CN(CCO1)CC1=CC=C(C=C1)C#N (2-aminomethyl-4-(4-cyanobenzyl)morpholine), NC1=CC(=C(C(=O)O)C=C1Cl)OC (4-amino-5-chloro-2-methoxybenzoic acid), Cl.C(C)N=C=NCCCN(C)C (1-ethyl-3-(3-dimethylaminopropyl)carbodiimide hydrochloride). Solvent: ClCCl (dichloromethane). Run at temperature 25 celsius, time 3 hour. The product is NC1=CC(=C(C(=O)NCC2CN(CCO2)CC2=CC=C(C=C2)C#N)C=C1Cl)OC (4-amino-5-chloro-N-[[4-(4-cyanobenzyl)-2-morpholinyl]methyl]-2-methoxybenzamide). As a reaction SMILES: [NH2:1][CH2:2][CH:3]1[O:8][CH2:7][CH2:6][N:5]([CH2:9][C:10]2[CH:15]=[CH:14][C:13]([C:16]#[N:17])=[CH:12][CH:11]=2)[CH2:4]1.[NH2:18][C:19]1[C:27]([Cl:28])=[CH:26][C:22]([C:23](O)=[O:24])=[C:21]([O:29][CH3:30])[CH:20]=1.Cl.C(N=C=NCCCN(C)C)C>ClCCl>[NH2:18][C:19]1[C:27]([Cl:28])=[CH:26][C:22]([C:23]([NH:1][CH2:2][CH:3]2[O:8][CH2:7][CH2:6][N:5]([CH2:9][C:10]3[CH:15]=[CH:14][C:13]([C:16]#[N:17])=[CH:12][CH:11]=3)[CH2:4]2)=[O:24])=[C:21]([O:29][CH3:30])[CH:20]=1 |f:2.3|. Procedure details: To a solution of 2-aminomethyl-4-(4-cyanobenzyl)morpholine (1.5 g) in dichloromethane (40 ml), 4-amino-5-chloro-2-methoxybenzoic acid (1.2 g) and 1-ethyl-3-(3-dimethylaminopropyl)carbodiimide hydrochloride (1.3 g) are added, and the resulting mixture is stirred at 25° C. for 3 hours. The reaction mixture is washed successively with water, aqueous sodium hydroxide solution and saturated aqueous sodium chloride solution, and dried over magnesium sulfate. The solvent is distilled off under reduced ... Starting materials: ClCCl, OCCN1CCOCC1, O=C(Cl)c1cn2c(n1)COc1ccccc1-2. Yields the product O=C(OCCN1CCOCC1)c1cn2c(n1)COc1ccccc1-2. Reaction SMILES: [Cl:26][CH2:27][Cl:28].[OH:17][CH2:18][CH2:19][N:20]1[CH2:21][CH2:22][O:23][CH2:24][CH2:25]1.[cH:1]1[c:2]([C:14](=[O:15])[Cl:16])[n:3][c:4]2[n:9]1-[c:8]1[c:7]([cH:13][cH:12][cH:11][cH:10]1)[O:6][CH2:5]2>>[cH:1]1[c:2]([C:14](=[O:15])[O:17][CH2:18][CH2:19][N:20]2[CH2:21][CH2:22][O:23][CH2:24][CH2:25]2)[n:3][c:4]2[n:9]1-[c:8]1[c:7]([cH:13][cH:12][cH:11][cH:10]1)[O:6][CH2:5]2.